This data is from the Open Reaction Database (ORD), a public repository of structured organic reaction records. The task is: describe an organic reaction: reactants, conditions, products, and yield Starting materials: C1(=CC=CC=C1)C (toluene), C(Cl)Cl (methylene chloride), CC1=CC=C(S1)C=1C=CC=2NC3=CC=C(C=C3C2C1)C=1SC(=CC1)C (3,6-bis(5-methylthiophene-2-yl)carbazole), 4-iodine anisole, C([O-])([O-])=O.[K+].[K+] (potassium carbonate). The reagents and catalysts are [Cu] (copper). The solvent is CCCCCC (hexane). Yields the product CC1=CC=C(S1)C=1C=CC=2N(C3=CC=C(C=C3C2C1)C=1SC(=CC1)C)C1=CC=C(C=C1)OC (3,6-bis(5-methylthiophene-2-yl)-9-(4-methoxyphenyl)carbazole). As a reaction SMILES: [CH3:1][C:2]1[S:6][C:5]([C:7]2[CH:8]=[CH:9][C:10]3[NH:11][C:12]4[C:17]([C:18]=3[CH:19]=2)=[CH:16][C:15]([C:20]2[S:21][C:22]([CH3:25])=[CH:23][CH:24]=2)=[CH:14][CH:13]=4)=[CH:4][CH:3]=1.[C:26](=[O:29])([O-])[O-].[K+].[K+].[C:32]1(C)[CH:37]=[CH:36][CH:35]=[CH:34][CH:33]=1.C(Cl)Cl>[Cu].CCCCCC>[CH3:1][C:2]1[S:6][C:5]([C:7]2[CH:8]=[CH:9][C:10]3[N:11]([C:32]4[CH:37]=[CH:36][C:35]([O:29][CH3:26])=[CH:34][CH:33]=4)[C:12]4[C:17]([C:18]=3[CH:19]=2)=[CH:16][C:15]([C:20]2[S:21][C:22]([CH3:25])=[CH:23][CH:24]=2)=[CH:14][CH:13]=4)=[CH:4][CH:3]=1 |f:1.2.3|. Reported procedure: Add 14.31 g (44.0 mmol) of 3.6-dibromo carbazole (A-1), 25.01 g (176.1 mmol) of 5-methyl-2-thiophen boronic acid, and 1.30 g of tetrakis(triphenylphosphine) palladium to a solvent mixture of 180 ml of toluene and 60 ml of ethanol; add an aqueous solution in which 37.3 g of sodium carbonate is dissolved in 90 ml of distilled water to the liquid mixture; reflux the mixture for 15 hours while heating in nitrogen atmosphere; next, filter the resultant with celite with heat to remove insoluble matter... Reactants: ClC1=NC=C(C(=N1)C1=CNC2=CC=CC=C12)Cl (3-(2,5-dichloropyrimidin-4-yl)-1H-indole), NC1=C(C=C(C=C1)N1CC(C(CC1)NC)(C)C)OC (1-(4-amino-3-methoxyphenyl)-N,3,3-trimethylpiperidin-4-amine), ClC1=NC=C(C(=N1)C1=CNC2=CC=CC=C12)Cl (3-(2,5-dichloropyrimidin-4-yl)-1H-indole), NC1=C(C=C(C=C1)N1CC(C(CC1)NC)(C)C)OC (1-(4-amino-3-methoxyphenyl)-N,3,3-trimethylpiperidin-4-amine). Product: ClC=1C(=NC(=NC1)NC1=C(C=C(C=C1)N1CC(C(CC1)NC)(C)C)OC)C1=CNC2=CC=CC=C12 (5-chloro-N-(4-(3,3-dimethyl-4-(methylamino)piperidin-1-yl)-2-methoxyphenyl)-4-(1H-indol-3-yl)pyrimidin-2-amine). Reaction SMILES: Cl[C:2]1[N:7]=[C:6]([C:8]2[C:16]3[C:11](=[CH:12][CH:13]=[CH:14][CH:15]=3)[NH:10][CH:9]=2)[C:5]([Cl:17])=[CH:4][N:3]=1.[NH2:18][C:19]1[CH:24]=[CH:23][C:22]([N:25]2[CH2:30][CH2:29][CH:28]([NH:31][CH3:32])[C:27]([CH3:34])([CH3:33])[CH2:26]2)=[CH:21][C:20]=1[O:35][CH3:36]>>[Cl:17][C:5]1[C:6]([C:8]2[C:16]3[C:11](=[CH:12][CH:13]=[CH:14][CH:15]=3)[NH:10][CH:9]=2)=[N:7][C:2]([NH:18][C:19]2[CH:24]=[CH:23][C:22]([N:25]3[CH2:30][CH2:29][CH:28]([NH:31][CH3:32])[C:27]([CH3:33])([CH3:34])[CH2:26]3)=[CH:21][C:20]=2[O:35][CH3:36])=[N:3][CH:4]=1. Procedure details: Starting materials: 3-(2,5-dichloropyrimidm-4-yl)-1H-indole (INTERMEDIATE 2) and), 1-(4-amino-3-methoxyphenyl)-N,3,3-trimethylpiperidin-4-amine (INTERMEDIATE 44). The reactants are [OH-].[K+] (Potassium hydroxide), C(C)(=O)N1CCC2=C(C=CN=C12)C (N-acetyl-4-methyl-7-azaindoline). Solvent: CO (methanol). Conditions: temperature 55 celsius. Yields the product CC1=C2CCNC2=NC=C1 (4-Methyl-7-azaindoline). As a reaction SMILES: [OH-].[K+].C([N:6]1[C:14]2[C:9](=[C:10]([CH3:15])[CH:11]=[CH:12][N:13]=2)[CH2:8][CH2:7]1)(=O)C>CO>[CH3:15][C:10]1[CH:11]=[CH:12][N:13]=[C:14]2[C:9]=1[CH2:8][CH2:7][NH:6]2 |f:0.1|. Procedure: Potassium hydroxide (1 M, 5 mL) was added to a stirred solution of N-acetyl-4-methyl-7-azaindoline (0.78 g, 4.75 mmol) in methanol (10 mL) and the resulting mixture was heated to 55° C. for 4 h. The mixture was cooled and partitioned between methylene chloride and dilute ammonium hydroxide solution. The organic layer was dried (Na2SO4) and evaporated in vacuo to give the title compound as a yellow solid: The reactants are CCOC(=O)c1ccc(OCC(C2CCCCC2)n2c(-c3ccc(Cl)cc3)nc3cc(F)c(F)cc32)cc1, [Li+], C1COCCO1, [OH-], O, O. Yields the product O=C(O)c1ccc(OCC(C2CCCCC2)n2c(-c3ccc(Cl)cc3)nc3cc(F)c(F)cc32)cc1. Reaction SMILES: [CH2:1]([CH3:2])[O:3][C:4]([c:5]1[cH:6][cH:7][c:8]([O:11][CH2:12][CH:13]([CH:14]2[CH2:15][CH2:16][CH2:17][CH2:18][CH2:19]2)[n:20]2[c:21](-[c:31]3[cH:32][cH:33][c:34]([Cl:37])[cH:35][cH:36]3)[n:22][c:23]3[c:24]2[cH:25][c:26]([F:30])[c:27]([F:29])[cH:28]3)[cH:9][cH:10]1)=[O:38].[Li+:41].[O:43]1[CH2:44][CH2:45][O:46][CH2:47][CH2:48]1.[OH-:40].[OH2:39].[OH2:42]>>[O:3]=[C:4]([c:5]1[cH:6][cH:7][c:8]([O:11][CH2:12][CH:13]([CH:14]2[CH2:15][CH2:16][CH2:17][CH2:18][CH2:19]2)[n:20]2[c:21](-[c:31]3[cH:32][cH:33][c:34]([Cl:37])[cH:35][cH:36]3)[n:22][c:23]3[c:24]2[cH:25][c:26]([F:30])[c:27]([F:29])[cH:28]3)[cH:9][cH:10]1)[OH:38]. Reactants: [BH4-], Cc1ccc(CCCBr)o1, CC(C)O, N#CC1(c2ccc(Cl)c(Cl)c2)CCC1, Cl, [Mg], [Na+], O. Yields the product Cc1ccc(CCCC(N)C2(c3ccc(Cl)c(Cl)c3)CCC2)o1. RXN SMILES: [BH4-:26].[Br:15][CH2:16][CH2:17][CH2:18][c:19]1[o:20][c:21]([CH3:24])[cH:22][cH:23]1.[CH3:29][CH:30]([OH:31])[CH3:32].[Cl:1][c:2]1[cH:3][c:4]([C:9]2([C:13]#[N:14])[CH2:10][CH2:11][CH2:12]2)[cH:5][cH:6][c:7]1[Cl:8].[ClH:28].[Mg:25].[Na+:27].[OH2:33]>>[Cl:1][c:2]1[cH:3][c:4]([C:9]2([CH:13]([NH2:14])[CH2:16][CH2:17][CH2:18][c:19]3[o:20][c:21]([CH3:24])[cH:22][cH:23]3)[CH2:10][CH2:11][CH2:12]2)[cH:5][cH:6][c:7]1[Cl:8]. Reactants: ClC1=C(C(=O)N)C=C(C(=C1[N+](=O)[O-])Cl)[N+](=O)[O-] (2,4-dichloro-3,5-dinitrobenzamide), P(=O)(Cl)(Cl)Cl (phosphorus oxychloride), tan solid. The product is ClC1=C(C#N)C=C(C(=C1[N+](=O)[O-])Cl)[N+](=O)[O-] (2,4-Dichloro-3,5-dinitrobenzonitrile). RXN SMILES: [Cl:1][C:2]1[C:10]([N+:11]([O-:13])=[O:12])=[C:9]([Cl:14])[C:8]([N+:15]([O-:17])=[O:16])=[CH:7][C:3]=1[C:4]([NH2:6])=O.P(Cl)(Cl)(Cl)=O>>[Cl:1][C:2]1[C:10]([N+:11]([O-:13])=[O:12])=[C:9]([Cl:14])[C:8]([N+:15]([O-:17])=[O:16])=[CH:7][C:3]=1[C:4]#[N:6]. Procedure: A mixture of 66.0 gm. (0.235 mole) of 2,4-dichloro-3,5-dinitrobenzamide and 140 ml. of phosphorus oxychloride is heated at reflux for 1 hour. The solution is cooled to room temperature. The excess phosphorus oxychloride is distilled off in vacuo. The solid residue is triturated with ice-water and filtered. There is obtained 54.0 g. (88%) of a tan solid melting at 139°-141°. Starting materials: C1=C(C=CC2=CC=CC=C12)SCCCCOC=1C=C2CCC(NC2=CC1)=O (6-[4-(2-naphthyl-mercapto)-butoxy]-3,4-dihydro-carbostyril), OO (hydrogen peroxide). Product: C1=C(C=CC2=CC=CC=C12)S(=O)CCCCOC=1C=C2CCC(NC2=CC1)=O (6-[4-(2-Naphthyl-sulfinyl)-butoxy]-3,4-dihydro-carbostyril). Reaction SMILES: [CH:1]1[C:10]2[C:5](=[CH:6][CH:7]=[CH:8][CH:9]=2)[CH:4]=[CH:3][C:2]=1[S:11][CH2:12][CH2:13][CH2:14][CH2:15][O:16][C:17]1[CH:18]=[C:19]2[C:24](=[CH:25][CH:26]=1)[NH:23][C:22](=[O:27])[CH2:21][CH2:20]2.[OH:28]O>>[CH:1]1[C:10]2[C:5](=[CH:6][CH:7]=[CH:8][CH:9]=2)[CH:4]=[CH:3][C:2]=1[S:11]([CH2:12][CH2:13][CH2:14][CH2:15][O:16][C:17]1[CH:18]=[C:19]2[C:24](=[CH:25][CH:26]=1)[NH:23][C:22](=[O:27])[CH2:21][CH2:20]2)=[O:28]. Procedure: Prepared analogous to Example 2 from 6-[4-(2-naphthyl-mercapto)-butoxy]-3,4-dihydro-carbostyril and hydrogen peroxide. Reactants: CCOC(=O)c1cnn(C(C)(C)CO)c1C(F)(F)F, CO, [Li+], [OH-], O. Product: CC(C)(CO)n1ncc(C(=O)O)c1C(F)(F)F. Reaction SMILES: [CH2:1]([CH3:2])[O:3][C:4](=[O:5])[c:6]1[cH:7][n:8][n:9]([C:15]([CH2:16][OH:17])([CH3:18])[CH3:19])[c:10]1[C:11]([F:12])([F:13])[F:14].[CH3:22][OH:23].[Li+:21].[OH-:20].[OH2:24]>>[O:3]=[C:4]([OH:5])[c:6]1[cH:7][n:8][n:9]([C:15]([CH2:16][OH:17])([CH3:18])[CH3:19])[c:10]1[C:11]([F:12])([F:13])[F:14]. Starting materials: CC(=O)O, NCCCCCCO, O=C1C=CC(=O)O1. Product: O=C1C=CC(=O)N1CCCCCCO. Reaction SMILES: [CH3:16][C:17](=[O:18])[OH:19].[NH2:8][CH2:9][CH2:10][CH2:11][CH2:12][CH2:13][CH2:14][OH:15].[O:1]=[C:2]1[O:3][C:4](=[O:5])[CH:6]=[CH:7]1>>[C:2]1(=[O:3])[CH:7]=[CH:6][C:4](=[O:5])[N:8]1[CH2:9][CH2:10][CH2:11][CH2:12][CH2:13][CH2:14][OH:15]. Reactants: COC(C1=C(C(=C(C(=C1)CCC)OC)OC)C)=O (methyl 3,4-dimethoxy-5-propylbenzoic acid methyl ester), CC(C)C[AlH]CC(C)C (DIBAH), C(=O)([O-])C(O)C(O)C(=O)[O-].[K+].[K+] (potassium tartrate). Solvent: C(Cl)Cl (DCM). Reaction conditions: temperature -78 celsius, time 30 minute. The product is COC=1C=C(CO)C=C(C1OC)CCC (3,4-dimethoxy-5-propylbenzylalcohol). The yield is 102.3%. Reaction SMILES: C[O:2][C:3](=O)[C:4]1[CH:9]=[C:8]([CH2:10][CH2:11][CH3:12])[C:7]([O:13][CH3:14])=[C:6]([O:15][CH3:16])[C:5]=1C.CC(C[AlH]CC(C)C)C.C(C(C(C([O-])=O)O)O)([O-])=O.[K+].[K+]>C(Cl)Cl>[CH3:16][O:15][C:6]1[CH:5]=[C:4]([CH:9]=[C:8]([CH2:10][CH2:11][CH3:12])[C:7]=1[O:13][CH3:14])[CH2:3][OH:2] |f:2.3.4|. Procedure: To a stirred solution of methyl 3,4-dimethoxy-5-propylbenzoic acid methyl ester (Example 1, Step 4, 6.0 g, 25.2 mmol) in DCM (400 mL) at −78° C. was added DIBAH (1.0 M in toluene, 76 mL, 76 mmol). The reaction mixture was stirred at −78° C. for 30 min then quenched with EtOAc (50 mL). The quenched reaction was warmed to room temperature then treated with 1:1 saturated aqueous potassium tartrate/saturated aqueous sodium bicarbonate (400 mL). The biphasic mixture was stirred vigorously for 30 min ...